This data is from the Open Reaction Database (ORD), a public repository of structured organic reaction records. The task is: describe an organic reaction: reactants, conditions, products, and yield Starting materials: O=C(NC(Cc1ccccc1)C(O)C(=O)O)c1cccnc1-n1ccc(-c2ccc(F)cc2)n1, NCc1ccccn1. Yields the product O=C(NC(Cc1ccccc1)C(O)C(=O)NCc1ccccn1)c1cccnc1-n1ccc(-c2ccc(F)cc2)n1. Reaction SMILES: [F:1][c:2]1[cH:3][cH:4][c:5](-[c:8]2[n:9][n:10](-[c:13]3[c:14]([C:15](=[O:16])[NH:17][CH:18]([CH:19]([C:20](=[O:21])[OH:22])[OH:23])[CH2:24][c:25]4[cH:26][cH:27][cH:28][cH:29][cH:30]4)[cH:31][cH:32][cH:33][n:34]3)[cH:11][cH:12]2)[cH:6][cH:7]1.[n:35]1[c:36]([CH2:41][NH2:42])[cH:37][cH:38][cH:39][cH:40]1>>[F:1][c:2]1[cH:3][cH:4][c:5](-[c:8]2[n:9][n:10](-[c:13]3[c:14]([C:15](=[O:16])[NH:17][CH:18]([CH:19]([C:20](=[O:21])[NH:42][CH2:41][c:36]4[n:35][cH:40][cH:39][cH:38][cH:37]4)[OH:23])[CH2:24][c:25]4[cH:26][cH:27][cH:28][cH:29][cH:30]4)[cH:31][cH:32][cH:33][n:34]3)[cH:11][cH:12]2)[cH:6][cH:7]1.